From a dataset of the Open Reaction Database (ORD), a public repository of structured organic reaction records. describe an organic reaction: reactants, conditions, products, and yield Starting materials: C([O-])([O-])=O.[K+].[K+] (potassium carbonate), Cl.Cl.CN(C)CC1CNC2=CC(=CC=C2C1)OC (3-(N,N-dimethylamino)methyl-1,2,3,4-tetrahydro-7-methoxyquinoline dihydrochloride). Product: CN(C)CC1CNC2=CC(=CC=C2C1)O (3-(N,N-Dimethylamino)methyl-1,2,3,4-tetrahydro-7-quinolinol). The yield is 115.1%. RXN SMILES: C(=O)([O-])[O-].[K+].[K+].Cl.Cl.[CH3:9][N:10]([CH2:12][CH:13]1[CH2:22][C:21]2[C:16](=[CH:17][C:18]([O:23]C)=[CH:19][CH:20]=2)[NH:15][CH2:14]1)[CH3:11]>>[CH3:11][N:10]([CH2:12][CH:13]1[CH2:22][C:21]2[C:16](=[CH:17][C:18]([OH:23])=[CH:19][CH:20]=2)[NH:15][CH2:14]1)[CH3:9] |f:0.1.2,3.4.5|. Reported procedure: A solution of 3-(N,N-dimethylamino)methyl-1,2,3,4-tetrahydro-7-methoxyquinoline dihydrochloride (1.0 g) 48% hydrobromic acid (10 ml) was heated under reflux for 4 hr. The reaction mixture was poured into 10% aqueous potassium carbonate and extracted with ethyl acetate. The organic layer was dried and concentrated. The resulting crude crystals were recrystallized from ethyl acetate-hexane to obtain the titled compound (0.81 g). The melting point of its dihydrochloride was 151-152° C. (recrystalli... Run in C1CCOC1 (THF), C1CCOC1 (THF). Procedure details: To a slurry of 60% of sodium hydride (228 mg, 5.7 mmol) in THF (17 mL) at 0° C. was added 1A (1.88 g, 5.24 mmol) in several portions over 10 min. The reaction mixture was then brought to RT for 20 min, then cooled again at 0° C. A suspension of 3C (1.42 g, 4.76 mmol) in THF (17 mL) was added over 10 min at 0C, then the reaction was warmed up to RT. After stirring for 20 min, the reaction was quenched with water (40 mL). The aqueous layer was extracted with EtOAc (50 mL×2). The combined EtOAc ext... As a reaction SMILES: [H-].[Na+].[CH2:3]([O:10][C:11]([NH:13][CH:14](P(OCC)(OCC)=O)[C:15]([O:17][CH3:18])=[O:16])=[O:12])[C:4]1[CH:9]=[CH:8][CH:7]=[CH:6][CH:5]=1.[CH:27]([C:29]1[CH:34]=[C:33]([C:35]2[CH:40]=[CH:39][CH:38]=[CH:37][CH:36]=2)[N:32]=[CH:31][C:30]=1[NH:41][C:42](=[O:48])[O:43][C:44]([CH3:47])([CH3:46])[CH3:45])=O>C1COCC1>[CH2:3]([O:10][C:11]([NH:13]/[C:14](=[CH:27]\[C:29]1[C:30]([NH:41][C:42]([O:43][C:44]([CH3:47])([CH3:45])[CH3:46])=[O:48])=[CH:31][N:32]=[C:33]([C:35]2[CH:40]=[CH:39][CH:38]=[CH:37][CH:36]=2)[CH:34]=1)/[C:15]([O:17][CH3:18])=[O:16])=[O:12])[C:4]1[CH:5]=[CH:6][CH:7]=[CH:8][CH:9]=1 |f:0.1|. The yield is 41.7%. Reactants: [H-].[Na+] (sodium hydride), C(C1=CC=CC=C1)OC(=O)NC(C(=O)OC)P(=O)(OCC)OCC (Methyl 2-(benzyloxycarbonylamino)-2-(diethoxyphosphoryl)acetate), C(=O)C1=C(C=NC(=C1)C1=CC=CC=C1)NC(OC(C)(C)C)=O (tert-Butyl 4-formyl-6-phenylpyridin-3-ylcarbamate), 0C. Yields the product C(C1=CC=CC=C1)OC(=O)N\C(\C(=O)OC)=C/C1=CC(=NC=C1NC(=O)OC(C)(C)C)C1=CC=CC=C1 ((Z)-Methyl 2-(benzyloxycarbonylamino)-3-(5-(tert-butoxycarbonyl amino)-2-phenylpyridin-4-yl)acrylate). Run at temperature 0 celsius, time 20 minute. Product: FC1=C(C(=CC=C1)C(F)(F)F)C1CCN(CC1)C(=O)OC(C)(C)C (tert-butyl 4-(2-fluoro-6-(trifluoromethyl)phenyl)piperidine-1-carboxylate). Reported procedure: A mixture of tert-butyl 4-(2-fluoro-6-(trifluoromethyl)phenyl)-5,6-dihydropyridine-1(2H)-carboxylate (21, 0.479 g, 1.41 mmol) and PtO2 (0.095 g, 0.42 mmol) in EtOAc (15 mL) and HOAc (82 μL, 1.4 mmol) stirred at ambient temperature for 72 h under an atmosphere of H2 (1 atm). The mixture was diluted with EtOAc (50 mL) and filtered over Celite. The filtrate was concentrated and the residue was chromatographed over silica gel (Isco CombiFlash Companion unit, 24 g Redisep column, 0% to 15% EtOAc in h... Isolated yield 44.7%. Run at time 72 hour. The solvent is CCOC(=O)C (EtOAc), CCOC(=O)C (EtOAc). Reaction SMILES: [F:1][C:2]1[CH:7]=[CH:6][CH:5]=[C:4]([C:8]([F:11])([F:10])[F:9])[C:3]=1[C:12]1[CH2:17][CH2:16][N:15]([C:18]([O:20][C:21]([CH3:24])([CH3:23])[CH3:22])=[O:19])[CH2:14][CH:13]=1.CC(O)=O>CCOC(C)=O.O=[Pt]=O>[F:1][C:2]1[CH:7]=[CH:6][CH:5]=[C:4]([C:8]([F:11])([F:9])[F:10])[C:3]=1[CH:12]1[CH2:17][CH2:16][N:15]([C:18]([O:20][C:21]([CH3:24])([CH3:23])[CH3:22])=[O:19])[CH2:14][CH2:13]1. Reagents/catalysts: O=[Pt]=O (PtO2). Reactants: FC1=C(C(=CC=C1)C(F)(F)F)C1=CCN(CC1)C(=O)OC(C)(C)C (tert-butyl 4-(2-fluoro-6-(trifluoromethyl)phenyl)-5,6-dihydropyridine-1(2H)-carboxylate), CC(=O)O (HOAc). Reactants: CCO, CCc1ccccc1Oc1oc(=O)c2cc([N+](=O)[O-])ccc2c1Cl. The product is CCc1ccccc1Oc1oc(=O)c2cc(N)ccc2c1Cl. RXN SMILES: [CH3:25][CH2:26][OH:27].[Cl:1][c:2]1[c:3]([O:16][c:17]2[c:18]([CH2:19][CH3:20])[cH:21][cH:22][cH:23][cH:24]2)[o:4][c:5](=[O:6])[c:7]2[cH:8][c:9]([N+:13]([O-:14])=[O:15])[cH:10][cH:11][c:12]12>>[Cl:1][c:2]1[c:3]([O:16][c:17]2[c:18]([CH2:19][CH3:20])[cH:21][cH:22][cH:23][cH:24]2)[o:4][c:5](=[O:6])[c:7]2[cH:8][c:9]([NH2:13])[cH:10][cH:11][c:12]12. The reactants are COC(=O)c1ccc(CC(C=Cc2ccccc2O)CCc2ccc(C#N)cc2)cc1, O=C([O-])[O-], CC#N, FC(F)(F)c1ccccc1CBr, [K+], [K+]. Product: COC(=O)c1ccc(CC(C=Cc2ccccc2OCc2ccccc2C(F)(F)F)CCc2ccc(C#N)cc2)cc1. RXN SMILES: [C:1](#[N:2])[c:3]1[cH:4][cH:5][c:6]([CH2:9][CH2:10][CH:11]([CH2:12][c:13]2[cH:14][cH:15][c:16]([C:17](=[O:18])[O:19][CH3:20])[cH:21][cH:22]2)[CH:23]=[CH:24][c:25]2[c:26]([OH:31])[cH:27][cH:28][cH:29][cH:30]2)[cH:7][cH:8]1.[C:44](=[O:45])([O-:46])[O-:47].[CH3:50][C:51]#[N:52].[F:32][C:33]([c:34]1[c:35]([CH2:36][Br:37])[cH:38][cH:39][cH:40][cH:41]1)([F:42])[F:43].[K+:48].[K+:49]>>[C:1](#[N:2])[c:3]1[cH:4][cH:5][c:6]([CH2:9][CH2:10][CH:11]([CH2:12][c:13]2[cH:14][cH:15][c:16]([C:17](=[O:18])[O:19][CH3:20])[cH:21][cH:22]2)[CH:23]=[CH:24][c:25]2[c:26]([O:31][CH2:36][c:35]3[c:34]([C:33]([F:32])([F:42])[F:43])[cH:41][cH:40][cH:39][cH:38]3)[cH:27][cH:28][cH:29][cH:30]2)[cH:7][cH:8]1. Starting materials: C[Si](C)(C)[N-][Si](C)(C)C.[Na+] (sodium bis(trimethylsilyl)-amide), C(=O)C=1N=C(SC1)C1CCN(CC1)C(=O)OC(C)(C)C (1,1-dimethylethyl 4-(4-formyl-2-thiazolyl)-1-piperidinecarboxylate). Reagents/catalysts: [Br-].C[P+](C1=CC=CC=C1)(C1=CC=CC=C1)C1=CC=CC=C1 (methyltriphenylphosphonium bromide). The solvent is O (water), O1CCCC1 (tetrahydrofuran). Run at time 1 hour. Product: C(=C)C=1N=C(SC1)C1CCN(CC1)C(=O)OC(C)(C)C (1,1-dimethylethyl 4-(4-ethenyl-2-thiazolyl)-1-piperidinecarboxylate). The yield is 95.2%. As a reaction SMILES: [CH3:1][Si]([N-][Si](C)(C)C)(C)C.[Na+].[CH:11]([C:13]1[N:14]=[C:15]([CH:18]2[CH2:23][CH2:22][N:21]([C:24]([O:26][C:27]([CH3:30])([CH3:29])[CH3:28])=[O:25])[CH2:20][CH2:19]2)[S:16][CH:17]=1)=O>[Br-].C[P+](C1C=CC=CC=1)(C1C=CC=CC=1)C1C=CC=CC=1.O1CCCC1.O>[CH:11]([C:13]1[N:14]=[C:15]([CH:18]2[CH2:23][CH2:22][N:21]([C:24]([O:26][C:27]([CH3:30])([CH3:29])[CH3:28])=[O:25])[CH2:20][CH2:19]2)[S:16][CH:17]=1)=[CH2:1] |f:0.1,3.4|. Procedure: To a cold (−50° C.) suspension of methyltriphenylphosphonium bromide (1.2 g, 3.3 mmol) in tetrahydrofuran (5 mL) was added a solution of sodium bis(trimethylsilyl)-amide (3.4 mL, 3.4 mmol), and the resulting mixture was stirred for 1 h at room temperature. The resulting cloudy yellow solution was re-cooled to −30° C., and 1,1-dimethylethyl 4-(4-formyl-2-thiazolyl)-1-piperidinecarboxylate (0.5 g, 1.68 mmol) was added. The resulting slightly yellow solution was stirred at room temperature for 3 h,... Starting materials: CN(C)c1ccncc1, CN(C)C=O, CCN(C(C)C)C(C)C, O=C(O)c1cc(C(F)(F)F)nn1-c1ncccc1Cl, O=C(Cl)C(=O)Cl, ClCCl, Cc1cccc(CC(=O)NC(C)C)c1N, C1CCOC1. The product is Cc1cccc(CC(=O)NC(C)C)c1NC(=O)c1cc(C(F)(F)F)nn1-c1ncccc1Cl. RXN SMILES: [CH3:53][N:54]([CH3:55])[c:56]1[cH:57][cH:58][n:59][cH:60][cH:61]1.[CH3:67][N:68]([CH3:69])[CH:70]=[O:71].[CH:41]([N:42]([CH2:43][CH3:44])[CH:45]([CH3:46])[CH3:47])([CH3:48])[CH3:49].[Cl:1][c:2]1[c:3](-[n:8]2[n:9][c:10]([C:16]([F:17])([F:18])[F:19])[cH:11][c:12]2[C:13](=[O:14])[OH:15])[n:4][cH:5][cH:6][cH:7]1.[Cl:20][C:21]([C:22]([Cl:23])=[O:24])=[O:25].[Cl:50][CH2:51][Cl:52].[NH2:26][c:27]1[c:28]([CH2:34][C:35](=[O:36])[NH:37][CH:38]([CH3:39])[CH3:40])[cH:29][cH:30][cH:31][c:32]1[CH3:33].[O:62]1[CH2:63][CH2:64][CH2:65][CH2:66]1>>[Cl:1][c:2]1[c:3](-[n:8]2[n:9][c:10]([C:16]([F:17])([F:18])[F:19])[cH:11][c:12]2[C:13](=[O:15])[NH:26][c:27]2[c:28]([CH2:34][C:35](=[O:36])[NH:37][CH:38]([CH3:39])[CH3:40])[cH:29][cH:30][cH:31][c:32]2[CH3:33])[n:4][cH:5][cH:6][cH:7]1.